Dataset: the Open Reaction Database (ORD), a public repository of structured organic reaction records. Task: describe an organic reaction: reactants, conditions, products, and yield The reactants are CC(C)OC(C)C, CC(C)(C)OC(=O)Nc1cc(-c2c(-c3ccc(Cl)cc3)nc3ccc(Cl)nn23)ccn1, ClCCl, Cl. Product: Nc1cc(-c2c(-c3ccc(Cl)cc3)nc3ccc(Cl)nn23)ccn1. Reaction SMILES: [CH:33]([O:34][CH:35]([CH3:36])[CH3:37])([CH3:38])[CH3:39].[Cl:1][c:2]1[cH:3][cH:4][c:5]2[n:6]([n:7]1)[c:8](-[c:18]1[cH:19][c:20]([NH:24][C:25](=[O:26])[O:27][C:28]([CH3:29])([CH3:30])[CH3:31])[n:21][cH:22][cH:23]1)[c:9](-[c:11]1[cH:12][cH:13][c:14]([Cl:17])[cH:15][cH:16]1)[n:10]2.[Cl:40][CH2:41][Cl:42].[ClH:32]>>[Cl:1][c:2]1[cH:3][cH:4][c:5]2[n:6]([n:7]1)[c:8](-[c:18]1[cH:19][c:20]([NH2:24])[n:21][cH:22][cH:23]1)[c:9](-[c:11]1[cH:12][cH:13][c:14]([Cl:17])[cH:15][cH:16]1)[n:10]2.